Task: describe an organic reaction: reactants, conditions, products, and yield. Dataset: the Open Reaction Database (ORD), a public repository of structured organic reaction records The reactants are mixture, Cl.[N+](=O)([O-])C=1C=CC=C2C=CC=NC12 (8-nitroquinoline hydrochloride), Cl.[N+](=O)([O-])C1=C2C=CC=NC2=CC=C1 (5-nitroquinoline hydrochloride), Cl (hydrogen chloride), Cl (hydrogen chloride), crude product. Run in CN(C=O)C (dimethylformamide), C(C)(=O)OCC (ethyl acetate). Run at temperature 25 celsius. Yields the product N1=CC=CC2=CC=CC=C12 (quinoline). RXN SMILES: Cl.Cl.[N+]([C:6]1[CH:15]=[CH:14][CH:13]=[C:12]2[C:7]=1[CH:8]=[CH:9][CH:10]=[N:11]2)([O-])=O.Cl.[N+](C1C=CC=C2C=1N=CC=C2)([O-])=O>C(OCC)(=O)C.CN(C)C=O>[N:11]1[C:12]2[C:7](=[CH:6][CH:15]=[CH:14][CH:13]=2)[CH:8]=[CH:9][CH:10]=1 |f:1.2,3.4|. Procedure details: A crude nitration mixture (50 g) created in the manner of Preparation I was dissolved in 500 mL of ethyl acetate. Approximately 10.4 g (0.29 mole) of hydrogen chloride gas was added giving a yellow precipitate. (Note: The amount of hydrogen chloride gas added could only be approximated as it was measured by weighing the flask.) This precipitate was analyzed and found to contain 5-nitroquinoline hydrochloride and 8-nitroquinoline hydrochloride in a ratio of 51:41. The precipitate was collected by... Starting materials: C(C1=CC=CC=C1)OC(=O)N1CC2(SCCS2)C[C@H]1C(=O)OCC (7-benzyloxycarbonyl-1,4-dithia-7-azaspiro[4.4]nonane-8(S)-carboxylic acid, ethyl ester), N-hydroxysuccinimide ester, S1CCSC12CN[C@@H](C2)C(=O)OCC (1,4-dithia-7-azaspiro-[4.4]nonane-8(S)-carboxylic acid, ethyl ester), C(C1=CC=CC=C1)OC(=O)NCC(=O)O (N-benzyloxycarbonylglycine). Yields the product C(C1=CC=CC=C1)OC(=O)NCC(=O)N1CC2(SCCS2)C[C@H]1C(=O)OCC (7-(N-benzyloxycarbonylglycyl)-1,4-dithia-7-azaspiro[4.4]nonane-8(S)-carboxylic acid, ethyl ester). As a reaction SMILES: C(O[C:9]([N:11]1[C@H:19]([C:20]([O:22][CH2:23][CH3:24])=[O:21])[CH2:18][C:13]2([S:17][CH2:16][CH2:15][S:14]2)[CH2:12]1)=[O:10])C1C=CC=CC=1.S1C2(C[C@@H](C(OCC)=O)NC2)SCC1.[CH2:39]([O:46][C:47]([NH:49][CH2:50]C(O)=O)=[O:48])[C:40]1[CH:45]=[CH:44][CH:43]=[CH:42][CH:41]=1>>[CH2:39]([O:46][C:47]([NH:49][CH2:50][C:9]([N:11]1[C@H:19]([C:20]([O:22][CH2:23][CH3:24])=[O:21])[CH2:18][C:13]2([S:14][CH2:15][CH2:16][S:17]2)[CH2:12]1)=[O:10])=[O:48])[C:40]1[CH:45]=[CH:44][CH:43]=[CH:42][CH:41]=1. Procedure: Convert 2.22 g of 7-benzyloxycarbonyl-1,4-dithia-7-azaspiro[4.4]nonane-8(S)-carboxylic acid, ethyl ester (prepared as described in paragraph A) to 1,4-dithia-7-azaspiro-[4.4]nonane-8(S)-carboxylic acid, ethyl ester as described in Example 23 and couple this compound with 1.5 g of N-benzyloxycarbonylglycine, N-hydroxysuccinimide ester as described in Example 23 to yield 7-(N-benzyloxycarbonylglycyl)-1,4-dithia-7-azaspiro[4.4]nonane-8(S)-carboxylic acid, ethyl ester, a yellow oil [α]D26 -21.0°. Starting materials: O=C([O-])O, CCOC(C)=O, Cl, O=C(Cl)c1ccc(F)cc1, [Na+], O, NC(Cc1ccc(C(F)(F)F)cc1)C(O)c1cccc2ccccc12. Yields the product O=C(NC(Cc1ccc(C(F)(F)F)cc1)C(O)c1cccc2ccccc12)c1ccc(F)cc1. As a reaction SMILES: [C:37](=[O:38])([O-:39])[OH:40].[CH3:42][CH2:43][O:44][C:45](=[O:46])[CH3:47].[ClH:1].[F:27][c:28]1[cH:29][cH:30][c:31]([C:32](=[O:33])[Cl:34])[cH:35][cH:36]1.[Na+:41].[OH2:48].[OH:2][CH:3]([CH:4]([CH2:5][c:6]1[cH:7][cH:8][c:9]([C:12]([F:13])([F:14])[F:15])[cH:10][cH:11]1)[NH2:16])[c:17]1[cH:18][cH:19][cH:20][c:21]2[cH:22][cH:23][cH:24][cH:25][c:26]12>>[OH:2][CH:3]([CH:4]([CH2:5][c:6]1[cH:7][cH:8][c:9]([C:12]([F:13])([F:14])[F:15])[cH:10][cH:11]1)[NH:16][C:32]([c:31]1[cH:30][cH:29][c:28]([F:27])[cH:36][cH:35]1)=[O:33])[c:17]1[cH:18][cH:19][cH:20][c:21]2[cH:22][cH:23][cH:24][cH:25][c:26]12. The reactants are Cc1nc(N2CCN(C)CC2)c(Br)nc1Br, CCO, NN, O. Yields the product Cc1nc(N2CCN(C)CC2)c(NN)nc1Br. RXN SMILES: [Br:1][c:2]1[n:3][c:4]([Br:16])[c:5]([N:9]2[CH2:10][CH2:11][N:12]([CH3:15])[CH2:13][CH2:14]2)[n:6][c:7]1[CH3:8].[CH3:20][CH2:21][OH:22].[NH2:18][NH2:19].[OH2:17]>>[Br:1][c:2]1[n:3][c:4]([NH:18][NH2:19])[c:5]([N:9]2[CH2:10][CH2:11][N:12]([CH3:15])[CH2:13][CH2:14]2)[n:6][c:7]1[CH3:8]. Reactants: CC(=O)N1CCc2ccc(S(=O)(=O)Cl)cc2C1, C1CCNCC1, C1CCOC1, CCN(C(C)C)C(C)C. The product is CC(=O)N1CCc2ccc(S(=O)(=O)N3CCCCC3)cc2C1. Reaction SMILES: [C:1]([CH3:2])(=[O:3])[N:4]1[CH2:5][c:6]2[cH:7][c:8]([S:14](=[O:15])(=[O:16])[Cl:17])[cH:9][cH:10][c:11]2[CH2:12][CH2:13]1.[CH2:18]1[CH2:19][CH2:20][NH:21][CH2:22][CH2:23]1.[CH2:33]1[O:34][CH2:35][CH2:36][CH2:37]1.[CH:24]([N:25]([CH:26]([CH3:27])[CH3:28])[CH2:29][CH3:30])([CH3:31])[CH3:32]>>[C:1]([CH3:2])(=[O:3])[N:4]1[CH2:5][c:6]2[cH:7][c:8]([S:14](=[O:15])(=[O:16])[N:21]3[CH2:20][CH2:19][CH2:18][CH2:23][CH2:22]3)[cH:9][cH:10][c:11]2[CH2:12][CH2:13]1. Reactants: C(#N)C1=C(OC=2C=C(C=CC2)CC(=O)OCC)C=CC=C1 (ethyl 3-(2-cyanophenoxy)phenylacetate). The reagents and catalysts are [Pd] (Pd-C). Solvent: CO (methanol). Product: NCC1=C(OC=2C=C(C=CC2)CC(=O)OCC)C=CC=C1 (ethyl 3-(2-aminomethylphenoxy)-phenylacetate). As a reaction SMILES: [C:1]([C:3]1[CH:21]=[CH:20][CH:19]=[CH:18][C:4]=1[O:5][C:6]1[CH:7]=[C:8]([CH2:12][C:13]([O:15][CH2:16][CH3:17])=[O:14])[CH:9]=[CH:10][CH:11]=1)#[N:2]>CO.[Pd]>[NH2:2][CH2:1][C:3]1[CH:21]=[CH:20][CH:19]=[CH:18][C:4]=1[O:5][C:6]1[CH:7]=[C:8]([CH2:12][C:13]([O:15][CH2:16][CH3:17])=[O:14])[CH:9]=[CH:10][CH:11]=1. Procedure details: 8 g of the ethyl 3-(2-cyanophenoxy)phenylacetate obtained are dissolved in 200 ml of methanol and hydrogenated in the presence of 3.5 g of a Pd-C 5% catalyst. After the reaction has ended, the catalyst is filtered off. After customary working up, ethyl 3-(2-aminomethylphenoxy)-phenylacetate is obtained as an oil. Starting materials: Cl, O=[N+]([O-])c1ccc(N2CCN(c3ncccn3)CC2)nc1, Cl[Sn]Cl. Yields the product Nc1ccc(N2CCN(c3ncccn3)CC2)nc1. RXN SMILES: [ClH:25].[N+:1]([O-:2])(=[O:3])[c:4]1[cH:5][cH:6][c:7]([N:10]2[CH2:11][CH2:12][N:13]([c:16]3[n:17][cH:18][cH:19][cH:20][n:21]3)[CH2:14][CH2:15]2)[n:8][cH:9]1.[Sn:22]([Cl:23])[Cl:24]>>[NH2:1][c:4]1[cH:5][cH:6][c:7]([N:10]2[CH2:11][CH2:12][N:13]([c:16]3[n:17][cH:18][cH:19][cH:20][n:21]3)[CH2:14][CH2:15]2)[n:8][cH:9]1. Starting materials: Cl.C(C)OC(CCCN)=O (4-Amino-butyric acid ethyl ester HCl salt), CCN(C(C)C)C(C)C (Hunig's base), COC(=O)C=1C(=C2C=C(C(N(C2=CN1)CC1CCCCC1)=O)C1=CC=CC=C1)O (1-cyclohexylmethyl-5-hydroxy-2-oxo-3-phenyl-1,2-dihydro-[1,7]naphthyridine-6-carboxylic acid methyl ester), [OH-].[Na+] (NaOH), C=1C=CC2=C(C1)N=NN2O (HOBt), C(CCl)Cl (EDC). The solvent is C1CCOC1 (THF), CO (MeOH), C(Cl)Cl (CH2Cl2), CCOC(=O)C (EtOAc). Conditions: time 8 hour. The product is C(C)OC(CCCNC(=O)C=1C(=C2C=C(C(N(C2=CN1)CC1CCCCC1)=O)C1=CC=CC=C1)O)=O (4-[(1-Cyclohexylmethyl-5-hydroxy-2-oxo-3-phenyl-1,2-dihydro-[1,7]naphthyridine-6-carbonyl)-amino]-butyric acid ethyl ester). Yield: 52.9%. As a reaction SMILES: CO[C:3]([C:5]1[C:6]([OH:29])=[C:7]2[C:12](=[CH:13][N:14]=1)[N:11]([CH2:15][CH:16]1[CH2:21][CH2:20][CH2:19][CH2:18][CH2:17]1)[C:10](=[O:22])[C:9]([C:23]1[CH:28]=[CH:27][CH:26]=[CH:25][CH:24]=1)=[CH:8]2)=[O:4].[OH-].[Na+].C1C=CC2N(O)N=NC=2C=1.C(Cl)CCl.Cl.[CH2:47]([O:49][C:50](=[O:55])[CH2:51][CH2:52][CH2:53][NH2:54])[CH3:48].CCN(C(C)C)C(C)C>CCOC(C)=O.C(Cl)Cl.C1COCC1.CO>[CH2:47]([O:49][C:50](=[O:55])[CH2:51][CH2:52][CH2:53][NH:54][C:3]([C:5]1[C:6]([OH:29])=[C:7]2[C:12](=[CH:13][N:14]=1)[N:11]([CH2:15][CH:16]1[CH2:21][CH2:20][CH2:19][CH2:18][CH2:17]1)[C:10](=[O:22])[C:9]([C:23]1[CH:28]=[CH:27][CH:26]=[CH:25][CH:24]=1)=[CH:8]2)=[O:4])[CH3:48] |f:1.2,5.6|. Reported procedure: A mixture of 1-cyclohexylmethyl-5-hydroxy-2-oxo-3-phenyl-1,2-dihydro-[1,7]naphthyridine-6-carboxylic acid methyl ester (60 mg, 0.15 mmol), 2 M NaOH (3 mL), MeOH (3 mL) and THF (3 mL) was stirred at r.t. overnight, then concentrated to approximately one-third of its original volume. 1 M HCl was added to acidify the mixture, and the resulting suspension was extracted with EtOAc. The organic layer was dried over MgSO4 and concentrated. To the residue were then added HOBt (33 mg, 0.24 mmol), CH2Cl2 ... Starting materials: FC(CS(=O)(=O)Cl)(F)F (2,2,2-trifluoroethanesulfonyl chloride), N1(CCCCC1)C(C)O (1-piperidinoethanol), C([O-])([O-])=O.[K+].[K+] (potassium carbonate), OC1=CC=C(C(=O)OC)C=C1 (methyl 4-hydroxybenzoate). Run in C(Cl)Cl (methylene chloride), C(Cl)Cl (methylene chloride), C(C)(=O)OCCCCC (amyl acetate). Conditions: temperature 140 celsius, time 12 hour. The product is Cl.N1(CCCCC1)CCOC1=CC=C(C(=O)O)C=C1 (4-(2-piperidinoethoxy) benzoic acid hydrochloride). Isolated yield 93.2%. As a reaction SMILES: FC(F)(F)CS([Cl:7])(=O)=O.[N:10]1([CH:16](O)[CH3:17])[CH2:15][CH2:14][CH2:13][CH2:12][CH2:11]1.C(=O)([O-])[O-].[K+].[K+].[OH:25][C:26]1[CH:35]=[CH:34][C:29]([C:30]([O:32]C)=[O:31])=[CH:28][CH:27]=1>C(Cl)Cl.C(OCCCCC)(=O)C>[ClH:7].[N:10]1([CH2:16][CH2:17][O:25][C:26]2[CH:35]=[CH:34][C:29]([C:30]([OH:32])=[O:31])=[CH:28][CH:27]=2)[CH2:15][CH2:14][CH2:13][CH2:12][CH2:11]1 |f:2.3.4,8.9|. Procedure details: Into a 50 ml round bottom flask is placed 4.93 g (27.0 mmol) of 2,2,2-trifluoroethanesulfonyl chloride and 25 ml of methylene chloride. The resulting solution is cooled with an ice bath as 3.22 g (24.9 mmol) of 1-piperidinoethanol in 7 ml of methylene chloride is added dropwise. After the addition is complete, the ice bath is removed and the resulting slurry is stirred for about 12 hours. The reaction mixture is concentrated on a rotary evaporator to yield a waxy residue. The solid residue is sl... Reactants: C1CCOC1, Cc1cc(N)[nH]n1, CCOC(C)=O, CC(C)NC(C)C, CS(=O)(=O)c1nc(Cl)c(F)c(Cl)n1, O. The product is Cc1cc(Nc2nc(S(C)(=O)=O)nc(Cl)c2F)[nH]n1. As a reaction SMILES: [CH2:28]1[O:29][CH2:30][CH2:31][CH2:32]1.[CH3:21][c:22]1[n:23][nH:24][c:25]([NH2:27])[cH:26]1.[CH3:33][CH2:34][O:35][C:36](=[O:37])[CH3:38].[CH:14]([NH:15][CH:16]([CH3:17])[CH3:18])([CH3:19])[CH3:20].[Cl:1][c:2]1[n:3][c:4]([S:10](=[O:11])(=[O:12])[CH3:13])[n:5][c:6]([Cl:9])[c:7]1[F:8].[OH2:39]>>[c:2]1([NH:27][c:25]2[nH:24][n:23][c:22]([CH3:21])[cH:26]2)[n:3][c:4]([S:10](=[O:11])(=[O:12])[CH3:13])[n:5][c:6]([Cl:9])[c:7]1[F:8].